This data is from the Open Reaction Database (ORD), a public repository of structured organic reaction records. The task is: describe an organic reaction: reactants, conditions, products, and yield Starting materials: BrC1=CN(C=2N=CN=C(C21)N2CCC(CC2)NC(C2=CC=CC=C2)=O)S(=O)(=O)C2=CC=CC=C2 (N-{1-[5-bromo-7-(phenylsulfonyl)-7H-pyrrolo[2,3-d]pyrimidin-4-yl]-4-piperidinyl}benzamide), BrC1=CN(C=2N=CN=C(C21)N2CCC(CC2)NC(C2=CC=CC=C2)=O)S(=O)(=O)C2=CC=CC=C2 (N-{1-[5-bromo-7-(phenylsulfonyl)-7H-pyrrolo[2,3-d]pyrimidin-4-yl]-4-piperidinyl}benzamide), O1CCCC1 (tetrahydrofuran), C([O-])([O-])=O.[Cs+].[Cs+] (cesium carbonate). Run in CO (methanol). Run at time 3 hour. The product is BrC1=CNC=2N=CN=C(C21)N2CCC(CC2)NC(C2=CC=CC=C2)=O (N-[1-(5-bromo-7H-pyrrolo[2,3-d]pyrimidin-4-yl)-4-piperidinyl]benzamide). RXN SMILES: [Br:1][C:2]1[C:10]2[C:9]([N:11]3[CH2:16][CH2:15][CH:14]([NH:17][C:18](=[O:25])[C:19]4[CH:24]=[CH:23][CH:22]=[CH:21][CH:20]=4)[CH2:13][CH2:12]3)=[N:8][CH:7]=[N:6][C:5]=2[N:4](S(C2C=CC=CC=2)(=O)=O)[CH:3]=1.O1CCCC1.C(=O)([O-])[O-].[Cs+].[Cs+]>CO>[Br:1][C:2]1[C:10]2[C:9]([N:11]3[CH2:16][CH2:15][CH:14]([NH:17][C:18](=[O:25])[C:19]4[CH:24]=[CH:23][CH:22]=[CH:21][CH:20]=4)[CH2:13][CH2:12]3)=[N:8][CH:7]=[N:6][C:5]=2[NH:4][CH:3]=1 |f:2.3.4|. Reported procedure: To a mixture of N-{1-[5-bromo-7-(phenylsulfonyl)-7H-pyrrolo[2,3-d]pyrimidin-4-yl]-4-piperidinyl}benzamide (100 mg), D6, in methanol (1 mL) and tetrahydrofuran (2 mL) was added cesium carbonate (181 mg, 0.555 mmol) and the mixture stirred at room temperature for 3 h. The reaction mixture was partitioned between water (10 mL) and ethyl acetate (15 mL) and the organic phase dried (phase separator) and the solvent removed in vacuo. The crude material was purified by MDAP to give the title compound E...